This data is from the Open Reaction Database (ORD), a public repository of structured organic reaction records. The task is: describe an organic reaction: reactants, conditions, products, and yield Reactants: IC=1C=C(C=CC1)N1N=C(N=N1)CO ([2-(3-iodo-phenyl)-2H-tetrazol-5-yl]-methanol), [H-].[Na+] (sodium hydride), C1(CC1)N1C(=NN=C1S(=O)(=O)C)C1=CC=NC=C1 (4-(4-cyclopropyl-5-methanesulfonyl-4H-[1,2,4]triazol-3-yl)-pyridine). Product: C1(CC1)N1C(=NN=C1OCC=1N=NN(N1)C1=CC(=CC=C1)I)C1=CC=NC=C1 (4-{4-Cyclopropyl-5-[2-(3-iodo-phenyl)-2H-tetrazol-5-ylmethoxy]-4H-[1,2,4]triazol-3-yl}-pyridine). As a reaction SMILES: [I:1][C:2]1[CH:3]=[C:4]([N:8]2[N:12]=[N:11][C:10]([CH2:13][OH:14])=[N:9]2)[CH:5]=[CH:6][CH:7]=1.[H-].[Na+].[CH:17]1([N:20]2[C:24](S(C)(=O)=O)=[N:23][N:22]=[C:21]2[C:29]2[CH:34]=[CH:33][N:32]=[CH:31][CH:30]=2)[CH2:19][CH2:18]1>>[CH:17]1([N:20]2[C:24]([O:14][CH2:13][C:10]3[N:11]=[N:12][N:8]([C:4]4[CH:5]=[CH:6][CH:7]=[C:2]([I:1])[CH:3]=4)[N:9]=3)=[N:23][N:22]=[C:21]2[C:29]2[CH:30]=[CH:31][N:32]=[CH:33][CH:34]=2)[CH2:19][CH2:18]1 |f:1.2|. Procedure details: The title compound is prepared from [2-(3-iodo-phenyl)-2H-tetrazol-5-yl]-methanol (1 mmol), sodium hydride (1.5 mmol) and 4-(4-cyclopropyl-5-methanesulfonyl-4H-[1,2,4]triazol-3-yl)-pyridine (1.25 mmol). Reactants: FC=1C=CC2=C(C(OC(N2C)=O)=O)C1 (6-fluoro-1-methyl-2H-3,1-benzoxazine-2,4(1H)-dione), NCC(=O)O (glycine). Solvent: C(C)(=O)O (acetic acid). Run at temperature 0 celsius. The product is FC=1C=CC2=C(C(NCC(N2C)=O)=O)C1 (7-Fluoro-3,4-dihydro-1-methyl-1H-1,4-benzodiazepine-2,5-dione), solid. Isolated yield 52.0%. RXN SMILES: [F:1][C:2]1[CH:3]=[CH:4][C:5]2[N:10]([CH3:11])[C:9](=[O:12])[O:8][C:7](=O)[C:6]=2[CH:14]=1.[NH2:15][CH2:16]C(O)=O>C(O)(=O)C>[F:1][C:2]1[CH:3]=[CH:4][C:5]2[N:10]([CH3:11])[C:9](=[O:12])[CH2:16][NH:15][C:7](=[O:8])[C:6]=2[CH:14]=1. Procedure details: As illustrated in the scheme above, a mixture of 6-fluoro-1-methyl-2H-3,1-benzoxazine-2,4(1H)-dione (1.00 g, 5.12 mmol) and glycine (0.385 g, 5.13 mmol) in glacial acetic acid (13 mL) was heated at reflux for 4 h. The reaction was cooled and concentrated in vacuo. Water was added to the residue, and the mixture was cooled to 0° C. NaHCO3 was added to adjust the pH of the aqueous layer to approximately 8, and then the aqueous layer was extracted with CH2Cl2 (4×). The combined organic phases were ... Starting materials: ClC=1C=C(C(=O)NC2=CC=C(C3=CC=CC=C23)OCCN2CCOCC2)C=CN1 (2-chloro-N-[4-(2-morpholin-4-yl-ethoxy)-naphthalen-1-yl]-isonicotinamide), CNCC (N-methylethylamine). Product: C(C)N(C=1C=C(C(=O)NC2=CC=C(C3=CC=CC=C23)OCCN2CCOCC2)C=CN1)C (2-(Ethyl-methyl-amino)-N-[4-(2-morpholin-4-yl-ethoxy)-naphthalen-1-yl]-isonicotinamide). Reaction SMILES: Cl[C:2]1[CH:3]=[C:4]([CH:27]=[CH:28][N:29]=1)[C:5]([NH:7][C:8]1[C:17]2[C:12](=[CH:13][CH:14]=[CH:15][CH:16]=2)[C:11]([O:18][CH2:19][CH2:20][N:21]2[CH2:26][CH2:25][O:24][CH2:23][CH2:22]2)=[CH:10][CH:9]=1)=[O:6].[CH3:30][NH:31][CH2:32][CH3:33]>>[CH2:32]([N:31]([CH3:30])[C:2]1[CH:3]=[C:4]([CH:27]=[CH:28][N:29]=1)[C:5]([NH:7][C:8]1[C:17]2[C:12](=[CH:13][CH:14]=[CH:15][CH:16]=2)[C:11]([O:18][CH2:19][CH2:20][N:21]2[CH2:26][CH2:25][O:24][CH2:23][CH2:22]2)=[CH:10][CH:9]=1)=[O:6])[CH3:33]. Procedure: Compound is formed by reacting 2-chloro-N-[4-(2-morpholin-4-yl-ethoxy)-naphthalen-1-yl]-isonicotinamide and N-methylethylamine under conditions described in general procedure A. 1H NMR (300 MHz, DMSO-d6) δ 10.33 (s, 1H), 8.25 (m, 2 H), 7.84 (m, 1H), 7.56 (m, 2H), 7.45 (d, 1H), 7.17 (s, 1H), 7.10 (d, 1H), 7.05 (d, 1H), 4.31 (t, 2 H), 3.62 (m, 4H), 3.06 (s, 3H), 2.88 (t, 2H), 2.57 (t, 4H), 1.10 (t, 3H). MS: 435.2 (M+1). Starting materials: ClCCCl, CN1CCOCC1, CCOCC, O=CN(CC(CC1CCCC1)C(=O)O)OCc1ccccc1, CN(C)C1CN(c2nc(Cl)nc(NN)c2F)C(C)(C)C1, CN(C)C=O, On1nnc2cccnc21. The product is CN(C)C1CN(c2nc(Cl)nc(NNC(=O)C(CC3CCCC3)CN(C=O)OCc3ccccc3)c2F)C(C)(C)C1. Reaction SMILES: [CH2:60]([Cl:61])[CH2:62][Cl:63].[CH3:43][N:44]1[CH2:45][CH2:46][O:47][CH2:48][CH2:49]1.[CH3:69][CH2:70][O:71][CH2:72][CH3:73].[CH:21]1([CH2:26][CH:27]([C:28](=[O:29])[OH:30])[CH2:31][N:32]([O:33][CH2:34][c:35]2[cH:36][cH:37][cH:38][cH:39][cH:40]2)[CH:41]=[O:42])[CH2:22][CH2:23][CH2:24][CH2:25]1.[Cl:1][c:2]1[n:3][c:4]([NH:19][NH2:20])[c:5]([F:18])[c:6]([N:8]2[CH2:9][CH:10]([N:15]([CH3:16])[CH3:17])[CH2:11][C:12]2([CH3:13])[CH3:14])[n:7]1.[O:64]=[CH:65][N:66]([CH3:67])[CH3:68].[OH:50][n:51]1[c:52]2[n:53][cH:54][cH:55][cH:56][c:57]2[n:58][n:59]1>>[Cl:1][c:2]1[n:3][c:4]([NH:19][NH:20][C:28]([CH:27]([CH2:26][CH:21]2[CH2:22][CH2:23][CH2:24][CH2:25]2)[CH2:31][N:32]([O:33][CH2:34][c:35]2[cH:36][cH:37][cH:38][cH:39][cH:40]2)[CH:41]=[O:42])=[O:29])[c:5]([F:18])[c:6]([N:8]2[CH2:9][CH:10]([N:15]([CH3:16])[CH3:17])[CH2:11][C:12]2([CH3:13])[CH3:14])[n:7]1. Reactants: O=Cc1ccc(Br)cc1, C1CCOC1, CN(C)CCN(C)C, [Li]C(C)CC, CC(C)(C)OC(=O)Nc1ccc(Cl)cc1. Yields the product CC(C)(C)OC(=O)Nc1ccc(Cl)cc1C(O)c1ccc(Br)cc1. Reaction SMILES: [Br:29][c:30]1[cH:31][cH:32][c:33]([CH:34]=[O:35])[cH:36][cH:37]1.[CH2:38]1[O:39][CH2:40][CH2:41][CH2:42]1.[CH3:16][N:17]([CH3:18])[CH2:19][CH2:20][N:21]([CH3:22])[CH3:23].[CH:24]([Li:25])([CH2:26][CH3:27])[CH3:28].[Cl:1][c:2]1[cH:3][cH:4][c:5]([NH:8][C:9]([O:10][C:11]([CH3:12])([CH3:13])[CH3:14])=[O:15])[cH:6][cH:7]1>>[Cl:1][c:2]1[cH:3][c:4]([CH:34]([c:33]2[cH:32][cH:31][c:30]([Br:29])[cH:37][cH:36]2)[OH:35])[c:5]([NH:8][C:9]([O:10][C:11]([CH3:12])([CH3:13])[CH3:14])=[O:15])[cH:6][cH:7]1. Reactants: OCC1(CCN(CC1)C(=O)OC(C)(C)C)C(=O)OC (1-tert-butyl 4-methyl 4-(hydroxymethyl)piperidine-1,4-dicarboxylate), Cl (HCl). The solvent is CO (MeOH). Conditions: time 1 hour. The product is OCC1(CCNCC1)C(=O)OC (methyl 4-(hydroxymethyl)piperidine-4-carboxylate). As a reaction SMILES: [OH:1][CH2:2][C:3]1([C:16]([O:18][CH3:19])=[O:17])[CH2:8][CH2:7][N:6](C(OC(C)(C)C)=O)[CH2:5][CH2:4]1.Cl>CO>[OH:1][CH2:2][C:3]1([C:16]([O:18][CH3:19])=[O:17])[CH2:8][CH2:7][NH:6][CH2:5][CH2:4]1. Procedure: To a solution of 1-tert-butyl 4-methyl 4-(hydroxymethyl)piperidine-1,4-dicarboxylate (470 mg, 1.72 mmol, 1.0 equiv.) in MeOH (1 mL) was added HCl (4 M in dioxane, 1 mL). The mixture was stirred at rt for about 1 h and concentrated to dryness to give methyl 4-(hydroxymethyl)piperidine-4-carboxylate, which was used without further purification. LRMS (M+H+) m/z 174.0. As a reaction SMILES: C(N(C(C)C)CC)(C)C.[NH:10]1[CH2:19][CH2:18][CH:13]([C:14]([O:16][CH3:17])=[O:15])[CH2:12][CH2:11]1.[N+:20]([C:23]1[CH:28]=[CH:27][C:26]([S:29](Cl)(=[O:31])=[O:30])=[CH:25][CH:24]=1)([O-:22])=[O:21]>C1COCC1>[CH3:17][O:16][C:14]([CH:13]1[CH2:18][CH2:19][N:10]([S:29]([C:26]2[CH:25]=[CH:24][C:23]([N+:20]([O-:22])=[O:21])=[CH:28][CH:27]=2)(=[O:30])=[O:31])[CH2:11][CH2:12]1)=[O:15]. Yield: 99.9%. Run at time 18 hour. Yields the product COC(=O)C1CCN(CC1)S(=O)(=O)C1=CC=C(C=C1)[N+](=O)[O-] (1-(4-Nitro-benzenesulfonyl)-piperidine-4-carboxylic acid methyl ester). The solvent is C1CCOC1 (THF). Starting materials: C(C)(C)N(CC)C(C)C (Diisopropylethylamine), N1CCC(C(=O)OC)CC1 (methyl isonipecotate), [N+](=O)([O-])C1=CC=C(C=C1)S(=O)(=O)Cl (4-nitrobenzenesulfonyl chloride). Reported procedure: Diisopropylethylamine (9.4 ml, 54.1 mmol) was added in one portion to a stirred solution of methyl isonipecotate (6.78 g, 47.4 mmol) in THF (100 ml) at room temperature. To this mixture was added 4-nitrobenzenesulfonyl chloride (10.0 g, 45.1 mmol) in one portion and the mixture was stirred at room temperature under a nitrogen atmosphere for 18 hours. After this time, the resulting solid precipitate was collected by filtration and washed with cold THF (50 ml) before being dried under to give the ...